This data is from the Open Reaction Database (ORD), a public repository of structured organic reaction records. The task is: describe an organic reaction: reactants, conditions, products, and yield The reactants are CN(C=O)C (N,N-dimethylformamide), NC1=C(C=C(C(=N1)N1C=C(C(C2=CC(=C(C(=C12)Cl)F)F)=O)C(=O)O)F)F (1-(6-amino-3,5-difluoropyridine-2-yl)-8-chloro-6,7-difluoro-4-oxo-1,4-dihydroquinoline-3-carboxylic acid), Cl.Cl.NCC1CNC1 (3-(aminomethyl)azetidine dihydrochloride), CN1CCCC1 (N-methylpyrrolidine). Solvent: C(C)O (ethanol). Run at temperature 90 celsius, time 25 minute. Product: NCC1CN(C1)C1=C(C=C2C(C(=CN(C2=C1Cl)C1=NC(=C(C=C1F)F)N)C(=O)O)=O)F (7-[3-(aminomethyl)azetidine-1-yl]-1-(6-amino-3,5-difluoropyridine-2-yl)-8-chloro-6-fluoro-4-oxo-1,4-dihydroquinoline-3-carboxylic acid). Isolated yield 44.8%. Reaction SMILES: CN(C)C=O.[NH2:6][C:7]1[N:12]=[C:11]([N:13]2[C:22]3[C:17](=[CH:18][C:19]([F:25])=[C:20](F)[C:21]=3[Cl:23])[C:16](=[O:26])[C:15]([C:27]([OH:29])=[O:28])=[CH:14]2)[C:10]([F:30])=[CH:9][C:8]=1[F:31].Cl.Cl.[NH2:34][CH2:35][CH:36]1[CH2:39][NH:38][CH2:37]1.CN1CCCC1>C(O)C>[NH2:34][CH2:35][CH:36]1[CH2:39][N:38]([C:20]2[C:21]([Cl:23])=[C:22]3[C:17]([C:16](=[O:26])[C:15]([C:27]([OH:29])=[O:28])=[CH:14][N:13]3[C:11]3[C:10]([F:30])=[CH:9][C:8]([F:31])=[C:7]([NH2:6])[N:12]=3)=[CH:18][C:19]=2[F:25])[CH2:37]1 |f:2.3.4|. Procedure: To 280 mg of N,N-dimethylformamide were added 80 mg of 1-(6-amino-3,5-difluoropyridine-2-yl)-8-chloro-6,7-difluoro-4-oxo-1,4-dihydroquinoline-3-carboxylic acid, 100 mg of 3-(aminomethyl)azetidine dihydrochloride, and 200 mg of N-methylpyrrolidine, and the mixture was stirred at 90° C. for 25 minutes. After adding 0.5 ml of ethanol, the mixture was allowed to cool, and the precipitate was collected by filtration and washed with ethanol and diisopropylether successively to obtain 42 mg of the titl... The reactants are Cd Cr H2O2, [C@@H]1([C@H](O)[C@H](O)[C@@H](CO)O1)N1C(=O)N=C(N)N=C1 (5-azacytidine), C(CCC)(=O)[O-].[Na+] (sodium butyrate). The solvent is anti-5 methylcytosine. Conditions: time 15 second. Product: CC=1C(=NC(NC1)=O)N (5-methylcytosine). RXN SMILES: [C@@H:1]1([N:10]2C=[N:16][C:14](N)=[N:13][C:11]2=[O:12])O[C@H](CO)[C@@H:4](O)[C@H:2]1O.C([O-])(=O)CCC.[Na+]>>[CH3:4][C:2]1[C:14]([NH2:16])=[N:13][C:11](=[O:12])[NH:10][CH:1]=1 |f:1.2|. Reported procedure: The slides produced with cells grown in presence of either Cd+Cr+H2O2 or 5-azacytidine, or sodium butyrate are incubated overnight at 4° C. in the presence of 30 μl of an anti-5 methylcytosine sheep antibody (Abcam, Ab1884) diluted 1/100 in PBS. The slides are washed once in PBS and then incubated for 15 seconds in the presence of 30 μl of NaOH 7×10−5 N. After washing with PBS, the slides are finally incubated 30 minutes in the presence of a donkey anti-sheep IgG antibody (southern Biotechnology... Reactants: [N+](=O)([O-])C=1C=C(C(=O)NN)C=C(C1)C(F)(F)F (3-nitro-5-(trifluoromethyl)benzohydrazide), C(C)OC(C)(OCC)OCC (1,1,1-triethoxyethane). Conditions: time 12 hour. Yields the product CC=1OC(=NN1)C1=CC(=CC(=C1)C(F)(F)F)[N+](=O)[O-] (2-methyl-5-(3-nitro-5-(trifluoromethyl)phenyl)-1,3,4-oxadiazole). The yield is 82.4%. Reaction SMILES: [N+:1]([C:4]1[CH:5]=[C:6]([CH:11]=[C:12]([C:14]([F:17])([F:16])[F:15])[CH:13]=1)[C:7]([NH:9][NH2:10])=[O:8])([O-:3])=[O:2].[CH2:18](OC(OCC)(OCC)C)[CH3:19]>>[CH3:18][C:19]1[O:8][C:7]([C:6]2[CH:11]=[C:12]([C:14]([F:15])([F:16])[F:17])[CH:13]=[C:4]([N+:1]([O-:3])=[O:2])[CH:5]=2)=[N:9][N:10]=1. Reported procedure: A mixture of 3-nitro-5-(trifluoromethyl)benzohydrazide (20 g, 80 mmol) in 1,1,1-triethoxyethane (156 g, 963 mmol) was heated to reflux and stirred for 12 h. Then the solvent was concentrated to yield a black solid of 2-methyl-5-(3-nitro-5-(trifluoromethyl)phenyl)-1,3,4-oxadiazole (20 g, 65.9 mmol, 82% yield): 1H NMR (400 MHz, CD3OD) δ 9.04 (s, 1H), 8.71 (s, 1H), 8.66 (s, 1H), 2.67 (s, 1H); ES-LCMS m/z 274 (M+H). The reactants are [Al+3], O=C([O-])O, [H-], [H-], [H-], [H-], [K+], [Li+], [Na+], C1CCOC1, [OH-], O=C(O)c1cc(OCc2ccccc2)c(OCc2ccccc2)cn1. Yields the product OCc1cc(OCc2ccccc2)c(OCc2ccccc2)cn1. RXN SMILES: [Al+3:2].[C:32](=[O:33])([OH:34])[O-:35].[H-:1].[H-:4].[H-:5].[H-:6].[K+:38].[Li+:3].[Na+:36].[O:39]1[CH2:40][CH2:41][CH2:42][CH2:43]1.[OH-:37].[c:7]1([CH2:13][O:14][c:15]2[cH:16][c:17]([C:29](=[O:30])[OH:31])[n:18][cH:19][c:20]2[O:21][CH2:22][c:23]2[cH:24][cH:25][cH:26][cH:27][cH:28]2)[cH:8][cH:9][cH:10][cH:11][cH:12]1>>[c:7]1([CH2:13][O:14][c:15]2[cH:16][c:17]([CH2:29][OH:30])[n:18][cH:19][c:20]2[O:21][CH2:22][c:23]2[cH:24][cH:25][cH:26][cH:27][cH:28]2)[cH:8][cH:9][cH:10][cH:11][cH:12]1. The reactants are C(C)OC(=O)C1(CCN(CC1)C(CCC1CC1)=O)CCOC (1-(3-cyclopropyl-propionyl)-4-(2-methoxy-ethyl)-piperidine-4-carboxylic acid ethyl ester), [Cl-].C[Al+]C (dimethylaluminium chloride), FC(OC1=CC=C(N)C=C1)(F)F (4-trifluoromethoxyanilin). Run in CCCCCCC (heptane). The product is C1(CC1)CCC(=O)N1CCC2(CCN(C2=O)C2=CC=C(C=C2)OC(F)(F)F)CC1 (8-(3-cyclopropyl-propionyl)-2-(4-trifluoromethoxy-phenyl)-2,8-diaza-spiro[4.5]decan-1-one). Isolated yield 15.9%. As a reaction SMILES: C(O[C:4]([C:6]1([CH2:19][CH2:20]OC)[CH2:11][CH2:10][N:9]([C:12](=[O:18])[CH2:13][CH2:14][CH:15]2[CH2:17][CH2:16]2)[CH2:8][CH2:7]1)=[O:5])C.[Cl-].C[Al+]C.[F:27][C:28]([F:38])([F:37])[O:29][C:30]1[CH:36]=[CH:35][C:33]([NH2:34])=[CH:32][CH:31]=1>CCCCCCC>[CH:15]1([CH2:14][CH2:13][C:12]([N:9]2[CH2:8][CH2:7][C:6]3([C:4](=[O:5])[N:34]([C:33]4[CH:35]=[CH:36][C:30]([O:29][C:28]([F:27])([F:37])[F:38])=[CH:31][CH:32]=4)[CH2:20][CH2:19]3)[CH2:11][CH2:10]2)=[O:18])[CH2:16][CH2:17]1 |f:1.2|. Procedure: This material was prepared in analogy to example 1 step D) from 1-(3-cyclopropyl-propionyl)-4-(2-methoxy-ethyl)-piperidine-4-carboxylic acid ethyl ester (0.1 g), dimethylaluminium chloride in heptane (0.9 molar, 0.71 ml) and 4-trifluoromethoxyanilin (0.057 g) to give the desired 8-(3-cyclopropyl-propionyl)-2-(4-trifluoromethoxy-phenyl)-2,8-diaza-spiro[4.5]decan-1-one (0.021 g) as an off-white solid. MS (ESI): 449.17 (MH+).